From a dataset of the Open Reaction Database (ORD), a public repository of structured organic reaction records. describe an organic reaction: reactants, conditions, products, and yield Starting materials: C(CCC)OC(=O)N1CCN(CC1)C([C@H](CC=1N=NN(C1)CC1=CC=CC=C1)NC(=O)OC(C)(C)C)=O (4-[(S)-3-(1-Benzyl-1H-[1,2,3]triazol-4-yl)-2-tert-butoxycarbonylamino-propionyl]-piperazine-1-carboxylic acid butyl ester), colorless foam, solution. Solvent: CO (MeOH), [OH-].[OH-].[Pd+2] (Pd(OH)2/C). The product is C(CCC)OC(=O)N1CCN(CC1)C([C@H](CC=1N=NNC1)NC(=O)OC(C)(C)C)=O (4-[(S)-2-tert-Butoxycarbonylamino-3-(1H-[1,2,3]triazol-4-yl)-propionyl]-piperazine-1-carboxylic acid butyl ester). As a reaction SMILES: [CH2:1]([O:5][C:6]([N:8]1[CH2:13][CH2:12][N:11]([C:14](=[O:37])[C@@H:15]([NH:29][C:30]([O:32][C:33]([CH3:36])([CH3:35])[CH3:34])=[O:31])[CH2:16][C:17]2[N:18]=[N:19][N:20](CC3C=CC=CC=3)[CH:21]=2)[CH2:10][CH2:9]1)=[O:7])[CH2:2][CH2:3][CH3:4]>CO.[OH-].[OH-].[Pd+2]>[CH2:1]([O:5][C:6]([N:8]1[CH2:13][CH2:12][N:11]([C:14](=[O:37])[C@@H:15]([NH:29][C:30]([O:32][C:33]([CH3:36])([CH3:35])[CH3:34])=[O:31])[CH2:16][C:17]2[N:18]=[N:19][NH:20][CH:21]=2)[CH2:10][CH2:9]1)=[O:7])[CH2:2][CH2:3][CH3:4] |f:2.3.4|. Reported procedure: Debenzylation of 4-[(S)-3-(1-Benzyl-1H-[1,2,3]triazol-4-yl)-2-tert-butoxycarbonylamino-propionyl]-piperazine-1-carboxylic acid butyl ester (1.14 g) was performed using the H-Cube® (Thales Nanotechnology). Parameters were chosen as follows: 0.05 M solution in MeOH, Pd(OH)2/C, 60° C., 30 bar. Yield: 739 mg colorless foam. Starting materials: [OH-].[K+] (Potassium hydroxide), ClC1=C(C(=O)OCC(=O)OCC)C(=CC=C1)Cl ((ethoxycarbonyl)methyl 2,6-dichlorobenzoate), ClC1=C(C(=O)OCC(=O)OCC)C(=CC=C1)Cl ((ethoxycarbonyl)methyl 2,6-dichlorobenzoate). Run in C(C)O (ethanol). Run at time 18 hour. Yields the product ClC1=C(C(=O)OCC(=O)O)C(=CC=C1)Cl (carboxymethyl 2,6-dichlorobenzoate). Yield: 40.2%. RXN SMILES: [OH-].[K+].[Cl:3][C:4]1[CH:18]=[CH:17][CH:16]=[C:15]([Cl:19])[C:5]=1[C:6]([O:8][CH2:9][C:10]([O:12]CC)=[O:11])=[O:7]>C(O)C>[Cl:3][C:4]1[CH:18]=[CH:17][CH:16]=[C:15]([Cl:19])[C:5]=1[C:6]([O:8][CH2:9][C:10]([OH:12])=[O:11])=[O:7] |f:0.1|. Procedure: Potassium hydroxide, 0.8 gram (0.012 mole), was powdered and dissolved in 50 ml of ethanol. The solution was warmed to 40°-50° and 3.1 grams (0.011 mole) of (ethoxycarbonyl)methyl 2,6-dichlorobenzoate (the compound of Example IX) was added in portions during a 5-minute period. Upon completion of the addition a precipitate formed. The reaction mixture was stirred at ambient temperature for 18 hours. The potassium salt was collected by filtration, washed with ethanol, dried, placed in an Erlenmeye... Yields the product C1(=CC=CC=C1)N1N=CC=C1C1=NN2C(COC3=C2C=CC=C3)=CC1=O (2-(1-phenyl-1H-pyrazol-5-yl)pyridazino[6,1-c][1,4]benzoxazin-3(5H)-one). The reactants are C(O)([O-])=O.[Na+] (sodium hydrogen carbonate), OCC1=CC(C(=NN1C1=C(C=CC=C1)O)C1=CC=NN1C1=CC=CC=C1)=O (6-(Hydroxymethyl)-1-(2-hydroxyphenyl)-3-(1-phenyl-1H-pyrazol-5-yl)pyridazin-4(1H)-one), C1(=CC=CC=C1)P(C1=CC=CC=C1)C1=CC=CC=C1 (triphenylphosphine), CC(C)OC(=O)/N=N/C(=O)OC(C)C.C1(=CC=CC=C1)C (DIAD toluene). The yield is 72.0%. The solvent is C1(=CC=CC=C1)C (toluene), C1CCOC1 (THF). Conditions: time 1 hour. Procedure details: 6-(Hydroxymethyl)-1-(2-hydroxyphenyl)-3-(1-phenyl-1H-pyrazol-5-yl)pyridazin-4(1H)-one (190 mg) was dissolved in toluene (2 mL) and THF (3 mL), triphenylphosphine (202 mg) and 1.9M DIAD toluene solution (410 μL) were added at 0° C., and the reaction mixture was stirred at room temperature for 1 hr. To the reaction mixture was added saturated aqueous sodium hydrogen carbonate solution, and the mixture was extracted with ethyl acetate. The extract was washed with saturated brine, dried over anhydro... Reaction SMILES: O[CH2:2][C:3]1[N:8]([C:9]2[CH:14]=[CH:13][CH:12]=[CH:11][C:10]=2[OH:15])[N:7]=[C:6]([C:16]2[N:20]([C:21]3[CH:26]=[CH:25][CH:24]=[CH:23][CH:22]=3)[N:19]=[CH:18][CH:17]=2)[C:5](=[O:27])[CH:4]=1.C1(P(C2C=CC=CC=2)C2C=CC=CC=2)C=CC=CC=1.CC(OC(/N=N/C(OC(C)C)=O)=O)C.C1(C)C=CC=CC=1.C(=O)([O-])O.[Na+]>C1(C)C=CC=CC=1.C1COCC1>[C:21]1([N:20]2[C:16]([C:6]3[C:5](=[O:27])[CH:4]=[C:3]4[CH2:2][O:15][C:10]5[CH:11]=[CH:12][CH:13]=[CH:14][C:9]=5[N:8]4[N:7]=3)=[CH:17][CH:18]=[N:19]2)[CH:26]=[CH:25][CH:24]=[CH:23][CH:22]=1 |f:2.3,4.5|. Reactants: C(=O)(C(F)(F)F)O (TFA), C(C)(C)(C)OC([C@H](CNC=1C2=C(N=C(N1)C)N(C=C2)CCCC(NC=2NCCCN2)=O)NS(=O)(=O)C2=CC=C(C=C2)Br)=O ((2S)-3-(2-methyl-7-[3-(1,4,5,6-tetrahydro-pyrimidin-2-ylcarbamoyl)-propyl]-7H-pyrrolo[2,3-d]pyrimidin-4-ylamino)-2-(4-bromobenzenesulfonylamino)-propionic acid tert-butyl ester). Solvent: C(Cl)Cl (DCM). Run at time 2 hour. The product is CC=1N=C(C2=C(N1)N(C=C2)CCCC(NC=2NCCCN2)=O)NC[C@@H](C(=O)O)NS(=O)(=O)C2=CC=C(C=C2)Br ((2S)-3-{2-Methyl-7-[3-(1,4,5,6-tetrahydro-pyrimidin-2-ylcarbamoyl)-propyl]-7H-pyrrolo[2,3-d]pyrimidin-4-ylamino}-2-(4-bromobenzenesulfonylamino)-propionic acid). RXN SMILES: C(O)(C(F)(F)F)=O.C([O:12][C:13](=[O:50])[C@@H:14]([NH:39][S:40]([C:43]1[CH:48]=[CH:47][C:46]([Br:49])=[CH:45][CH:44]=1)(=[O:42])=[O:41])[CH2:15][NH:16][C:17]1[C:18]2[CH:26]=[CH:25][N:24]([CH2:27][CH2:28][CH2:29][C:30](=[O:38])[NH:31][C:32]3[NH:33][CH2:34][CH2:35][CH2:36][N:37]=3)[C:19]=2[N:20]=[C:21]([CH3:23])[N:22]=1)(C)(C)C>C(Cl)Cl>[CH3:23][C:21]1[N:22]=[C:17]([NH:16][CH2:15][C@H:14]([NH:39][S:40]([C:43]2[CH:44]=[CH:45][C:46]([Br:49])=[CH:47][CH:48]=2)(=[O:42])=[O:41])[C:13]([OH:50])=[O:12])[C:18]2[CH:26]=[CH:25][N:24]([CH2:27][CH2:28][CH2:29][C:30](=[O:38])[NH:31][C:32]3[NH:33][CH2:34][CH2:35][CH2:36][N:37]=3)[C:19]=2[N:20]=1. Reported procedure: 1.5 ml of TFA were added to a solution of 70 mg of (2S)-3-(2-methyl-7-[3-(1,4,5,6-tetrahydro-pyrimidin-2-ylcarbamoyl)-propyl]-7H-pyrrolo[2,3-d]pyrimidin-4-ylamino)-2-(4-bromobenzenesulfonylamino)-propionic acid tert-butyl ester (example 5b) in 5 ml of DCM and stirred for 2 h at room temperature. Solvent and TFA were removed in vacuo, the residue was lyophilized from AcOH/H2O (1:1). Yield: 76 mg. The reactants are TEA, CO (MeOH), NC=1C=CC(=C(C1)C(=O)C1=C(C=C(C=C1)NC1=CC=C(C=C1)F)Cl)C ((5-Amino-2-methyl-phenyl)-[2-chloro-4-(4-fluoro-phenylamino)-phenyl]-methanone), CCOC(=O)C.C(=O)(O)[O-].[Na+] (EtOAc NaHCO3), FC(S(=O)(=O)N=[N+]=[N-])(F)F (trifluoromethansulfonic azide). The reagents and catalysts are O.O.O.O.O.S(=O)(=O)([O-])[O-].[Cu+2] (copper(II) sulphate pentahydrate). Run in O (H2O), C(Cl)Cl (DCM). Product: N(=[N+]=[N-])C=1C=CC(=C(C1)C(=O)C1=C(C=C(C=C1)NC1=CC=C(C=C1)F)Cl)C ((5-Azido-2-methyl-phenyl)-[2-chloro-4-(4-fluoro-phenylamino)-phenyl]-methanone). As a reaction SMILES: [NH2:1][C:2]1[CH:3]=[CH:4][C:5]([CH3:25])=[C:6]([C:8]([C:10]2[CH:15]=[CH:14][C:13]([NH:16][C:17]3[CH:22]=[CH:21][C:20]([F:23])=[CH:19][CH:18]=3)=[CH:12][C:11]=2[Cl:24])=[O:9])[CH:7]=1.FC(F)(F)S([N:31]=[N+:32]=[N-])(=O)=O.CO.CCOC(C)=O.C([O-])(O)=O.[Na+]>C(Cl)Cl.O.O.O.O.O.O.S([O-])([O-])(=O)=O.[Cu+2]>[N:1]([C:2]1[CH:3]=[CH:4][C:5]([CH3:25])=[C:6]([C:8]([C:10]2[CH:15]=[CH:14][C:13]([NH:16][C:17]3[CH:22]=[CH:21][C:20]([F:23])=[CH:19][CH:18]=3)=[CH:12][C:11]=2[Cl:24])=[O:9])[CH:7]=1)=[N+:31]=[N-:32] |f:3.4.5,8.9.10.11.12.13.14|. Procedure details: To a suspension of compound 429 (1.00 g, 2.82 mmol) in DCM (5.0 mL) was added a solution of copper(II) sulphate pentahydrate (35.2 mg, 0.14 mmol) in H2O (4.0 mL), and TEA (1.18 mL, 8.45 mmol). The crude trifluoromethansulfonic azide was added slowly under stirring to the reaction mixture followed by by MeOH (5 mL). After 18 h at RT the reaction mixture was poured into a mixture of EtOAc/NaHCO3(aq.). The organic phase was washed with water, brine, filtered and concentrated in vacuo to give the cr... Starting materials: C(C)(C)(C)OC(=O)N[C@H]([C@H]1CO1)CC1=CC=CC=C1 (3(S)-(t-butyloxycarbonyl)amino-1,2(S)-epoxy-4-phenylbutane), C(C(C)C)N (isobutylamine). The solvent is C(C)(C)O (isopropanol). Reaction conditions: temperature 50 celsius, time 5 hour. Product: O[C@@H](CNCC(C)C)[C@H](CC1=CC=CC=C1)NC(=O)OC(C)(C)C (2(S)-hydroxy-3(S)-(t-butyloxycarbonyl)amino-1-isobutylamino-4-phenylbutane). Yield: 89.9%. Reaction SMILES: [C:1]([O:5][C:6]([NH:8][C@@H:9]([CH2:13][C:14]1[CH:19]=[CH:18][CH:17]=[CH:16][CH:15]=1)[C@@H:10]1[O:12][CH2:11]1)=[O:7])([CH3:4])([CH3:3])[CH3:2].[CH2:20]([NH2:24])[CH:21]([CH3:23])[CH3:22]>C(O)(C)C>[OH:12][C@H:10]([C@@H:9]([NH:8][C:6]([O:5][C:1]([CH3:4])([CH3:3])[CH3:2])=[O:7])[CH2:13][C:14]1[CH:19]=[CH:18][CH:17]=[CH:16][CH:15]=1)[CH2:11][NH:24][CH2:20][CH:21]([CH3:23])[CH3:22]. Reported procedure: To a solution of 3(S)-(t-butyloxycarbonyl)amino-1,2(S)-epoxy-4-phenylbutane (200 mg, 0.76 mmol) in 2 mL of dry isopropanol was added isobutylamine (0.38 mL, 3.8 mmol) and the mixture was stirred for 5 h at 50° C. The mixture was concentrated under reduced pressure and dried in vaccuo to give 230 mg of 2(S)-hydroxy-3(S)-(t-butyloxycarbonyl)amino-1-isobutylamino-4-phenylbutane Starting materials: ClC1=C(C=C(C=N1)OC[C@@H]1N(CCC1)C)C=1C=NC=NC1 (6-chloro-3-(1-methyl-2-(R)-pyrrolidinylmethoxy)-5-(5-pyrimidinyl)pyridine), Cl (hydrogen chloride), Cl (HCl), O (H2O), CI NH3, CO (MeOH). The solvent is CCOCC (Et2O). The product is Cl.ClC1=C(C=C(C=N1)OC[C@@H]1N(CCC1)C)C=1C=NC=NC1 (6-Chloro-3-(1-methyl-2-(R)-pyrrolidinylmethoxy)-5-(5-pyrimidinyl)pyridine hydrochloride). RXN SMILES: [Cl:1][C:2]1[N:7]=[CH:6][C:5]([O:8][CH2:9][C@H:10]2[CH2:14][CH2:13][CH2:12][N:11]2[CH3:15])=[CH:4][C:3]=1[C:16]1[CH:17]=[N:18][CH:19]=[N:20][CH:21]=1.Cl.O.CO>CCOCC>[ClH:1].[Cl:1][C:2]1[N:7]=[CH:6][C:5]([O:8][CH2:9][C@H:10]2[CH2:14][CH2:13][CH2:12][N:11]2[CH3:15])=[CH:4][C:3]=1[C:16]1[CH:21]=[N:20][CH:19]=[N:18][CH:17]=1 |f:5.6|. Procedure details: To a solution of 6-chloro-3-(1-methyl-2-(R)-pyrrolidinylmethoxy)-5-(5-pyrimidinyl)pyridine in Et2O was added hydrogen chloride (1.0 M in Et2O) carefully to afford the tittle compound: mp 195-197° C.; 1H NMR (D2O) δ 2.02-2.18 (m, 2H), 2.24 (m, 1H), 2.40 (m, 1H), 3.05 (s, 3H), 3.26 (m, 1H), 3.36 (m, 1H), 3.95 (m, 1H), 4.40 (dd, 1H, J=6.0, 11.0 Hz), 4.57 (dd, 1H, J=3.0, 10.0 Hz), 7.66 (d, 1H, J=3.0 Hz), 8.24 (d, 1H, J=3.0 Hz), 8.99 (s, 2H), 9.21 (s, 1H); MS (CI/NH3) m/z 306 (M+H)+. Anal. Calcd for ...